From a dataset of the Open Reaction Database (ORD), a public repository of structured organic reaction records. describe an organic reaction: reactants, conditions, products, and yield As a reaction SMILES: [CH:1]1([CH2:6][CH:7]([C:8](=[O:9])[N:10]([CH:11]([CH3:12])[CH:13]([OH:14])[c:15]2[cH:16][cH:17][cH:18][cH:19][cH:20]2)[CH3:21])[c:22]2[cH:23][c:24]([Cl:34])[c:25]([S:28][CH:29]3[CH2:30][CH2:31][CH2:32][CH2:33]3)[cH:26][cH:27]2)[CH2:2][CH2:3][CH2:4][CH2:5]1.[O:40]1[CH2:41][CH2:42][O:43][CH2:44][CH2:45]1.[OH2:46].[S:35]([OH:36])(=[O:37])(=[O:38])[OH:39]>>[CH:1]1([CH2:6][CH:7]([C:8]([OH:9])=[O:36])[c:22]2[cH:23][c:24]([Cl:34])[c:25]([S:28][CH:29]3[CH2:30][CH2:31][CH2:32][CH2:33]3)[cH:26][cH:27]2)[CH2:2][CH2:3][CH2:4][CH2:5]1. Yields the product O=C(O)C(CC1CCCC1)c1ccc(SC2CCCC2)c(Cl)c1. Reactants: CC(C(O)c1ccccc1)N(C)C(=O)C(CC1CCCC1)c1ccc(SC2CCCC2)c(Cl)c1, C1COCCO1, O, O=S(=O)(O)O. Reactants: N[C@@H](C(=O)N1CC(N(CC1)C1=CC=C(C=C1)Cl)(C)C)C(C)C ((R)-2-amino-1-(4-(4-chlorophenyl)-3,3-dimethylpiperazin-1-yl)-3-methylbutan-1-one), C(=O)(C(F)(F)F)O (TFA), CCN(C(C)C)C(C)C (DIPEA), N(=C=O)C(C)C (2-isocyanatopropane). The solvent is C(Cl)Cl (CH2Cl2). Conditions: time 2 hour. The product is ClC1=CC=C(C=C1)N1C(CN(CC1)C([C@@H](C(C)C)NC(=O)NC(C)C)=O)(C)C ((R)-1-(1-(4-(4-chlorophenyl)-3,3-dimethylpiperazin-1-yl)-3-methyl-1-oxobutan-2-yl)-3-isopropylurea). Reaction SMILES: [NH2:1][C@H:2]([CH:20]([CH3:22])[CH3:21])[C:3]([N:5]1[CH2:10][CH2:9][N:8]([C:11]2[CH:16]=[CH:15][C:14]([Cl:17])=[CH:13][CH:12]=2)[C:7]([CH3:19])([CH3:18])[CH2:6]1)=[O:4].C(O)(C(F)(F)F)=O.CCN(C(C)C)C(C)C.[N:39]([CH:42]([CH3:44])[CH3:43])=[C:40]=[O:41]>C(Cl)Cl>[Cl:17][C:14]1[CH:15]=[CH:16][C:11]([N:8]2[CH2:9][CH2:10][N:5]([C:3](=[O:4])[C@H:2]([NH:1][C:40]([NH:39][CH:42]([CH3:44])[CH3:43])=[O:41])[CH:20]([CH3:22])[CH3:21])[CH2:6][C:7]2([CH3:18])[CH3:19])=[CH:12][CH:13]=1. Procedure details: To a solution of (R)-2-amino-1-(4-(4-chlorophenyl)-3,3-dimethylpiperazin-1-yl)-3-methylbutan-1-one, TFA (30 mg, 0.07 mmol) and DIPEA (0.14 mmol) in CH2Cl2 (1 mL), was added 2-isocyanatopropane (7.00 mg, 0.08 mmol). The mixture was stirred at rt for 2 h and concentrated. The residue was purified by preparative HPLC to afford (R)-1-(1-(4-(4-chlorophenyl)-3,3-dimethylpiperazin-1-yl)-3-methyl-1-oxobutan-2-yl)-3-isopropylurea (11 mg, TFA salt) as a white solid. MS found 409.15 (M+H)+. Reactants: CN(C)C=O, CCOC(=O)CCl, [Na+], [Na+], O=C([O-])[O-], c1ccc2[nH]nnc2c1. The product is CCOC(=O)Cn1nc2ccccc2n1. RXN SMILES: [CH3:23][N:24]([CH3:25])[CH:26]=[O:27].[Cl:16][CH2:17][C:18](=[O:19])[O:20][CH2:21][CH3:22].[Na+:10].[Na+:11].[O-:12][C:13](=[O:14])[O-:15].[nH:1]1[n:2][n:3][c:4]2[c:5]1[cH:6][cH:7][cH:8][cH:9]2>>[n:1]1[n:2]([CH2:17][C:18](=[O:19])[O:20][CH2:21][CH3:22])[n:3][c:4]2[c:5]1[cH:6][cH:7][cH:8][cH:9]2. The reactants are C(C)(C)(C)OC(=O)N1CCC(CC1)NC(=O)C=1C=NC(=CC1)N(C)C(=O)OC(C)(C)C (4-{[6-(tert-butoxycarbonyl-methyl-amino)-pyridine-3-carbonyl]-amino}-piperidine-1-carboxylic acid tert-butyl ester), FC(C(=O)O)(F)F (trifluoroacetic acid). The solvent is C(Cl)Cl (CH2Cl2). Run at time 3 hour. Product: CNC1=NC=C(C(=O)NC2CCNCC2)C=C1 (6-Methylamino-N-piperidin-4-yl-nicotinamide). RXN SMILES: C(OC([N:8]1[CH2:13][CH2:12][CH:11]([NH:14][C:15]([C:17]2[CH:18]=[N:19][C:20]([N:23](C(OC(C)(C)C)=O)[CH3:24])=[CH:21][CH:22]=2)=[O:16])[CH2:10][CH2:9]1)=O)(C)(C)C.FC(F)(F)C(O)=O>C(Cl)Cl>[CH3:24][NH:23][C:20]1[CH:21]=[CH:22][C:17]([C:15]([NH:14][CH:11]2[CH2:12][CH2:13][NH:8][CH2:9][CH2:10]2)=[O:16])=[CH:18][N:19]=1. Procedure: The above prepared 4-{[6-(tert-butoxycarbonyl-methyl-amino)-pyridine-3-carbonyl]-amino}-piperidine-1-carboxylic acid tert-butyl ester (0.495 g, 1.14 mmol) was dissolved in 14 ml of CH2Cl2 and treated with 2.8 ml of trifluoroacetic acid. After stirring for 3 h at ambient temperature, TLC indicated the absence of starting material. Evaporation of all volatiles left 0.704 g of the title compound as trifluoroacetate as light brown amorphous solid.